This data is from the Open Reaction Database (ORD), a public repository of structured organic reaction records. The task is: describe an organic reaction: reactants, conditions, products, and yield Reactants: C(#N)C=1C=C2C(=CC=NC2=CC1OCCCC(=O)OC)OC1=CC=C(C=C1)NC(=O)NC1=CC=C(C=C1)OC (N-(4-(6-Cyano-7-(3-methoxycarbonylpropoxy)-4-quinolyl)oxyphenyl)-N′-(4-methoxyphenyl)urea), [OH-].[Na+] (sodium hydroxide). Solvent: CO (methanol). Conditions: temperature 80 celsius, time 35 minute. Yields the product C(#N)C=1C=C2C(=CC=NC2=CC1OCCCC(=O)O)OC1=CC=C(C=C1)NC(=O)NC1=CC=C(C=C1)OC (N-(4-(6-Cyano-7-(3-carboxypropoxy)-4-quinolyl)oxyphenyl)-N′-(4-methoxyphenyl)urea). RXN SMILES: [C:1]([C:3]1[CH:4]=[C:5]2[C:10](=[CH:11][C:12]=1[O:13][CH2:14][CH2:15][CH2:16][C:17]([O:19]C)=[O:18])[N:9]=[CH:8][CH:7]=[C:6]2[O:21][C:22]1[CH:27]=[CH:26][C:25]([NH:28][C:29]([NH:31][C:32]2[CH:37]=[CH:36][C:35]([O:38][CH3:39])=[CH:34][CH:33]=2)=[O:30])=[CH:24][CH:23]=1)#[N:2].[OH-].[Na+]>CO>[C:1]([C:3]1[CH:4]=[C:5]2[C:10](=[CH:11][C:12]=1[O:13][CH2:14][CH2:15][CH2:16][C:17]([OH:19])=[O:18])[N:9]=[CH:8][CH:7]=[C:6]2[O:21][C:22]1[CH:23]=[CH:24][C:25]([NH:28][C:29]([NH:31][C:32]2[CH:37]=[CH:36][C:35]([O:38][CH3:39])=[CH:34][CH:33]=2)=[O:30])=[CH:26][CH:27]=1)#[N:2] |f:1.2|. Reported procedure: N-(4-(6-Cyano-7-(3-methoxycarbonylpropoxy)-4-quinolyl)oxyphenyl)-N′-(4-methoxyphenyl)urea (100 mg) was added to a methanol (16 ml) and 2N aqueous sodium hydroxide (3 ml) mixed solvent, and the mixture was heated and stirred at 80° C. for 35 minutes. The reaction solution was filtered, and then 1.2 ml of aqueous 5N hydrochloric acid was added. The precipitated solid was filtered out and washed with methanol and then ether to obtain 50 mg of the target substance as a light yellow solid. Yields the product COc1ccc(Cn2ccc3c(Cl)c(C)cnc3c2=O)cc1. Reactants: COc1ccc(Cn2ccc3c(Cl)c(CCl)cnc3c2=O)cc1, CCO, O. Reaction SMILES: [CH3:1][O:2][c:3]1[cH:4][cH:5][c:6]([CH2:7][n:8]2[cH:9][cH:10][c:11]3[c:12]([Cl:21])[c:13]([CH2:19][Cl:20])[cH:14][n:15][c:16]3[c:17]2=[O:18])[cH:22][cH:23]1.[CH3:25][CH2:26][OH:27].[OH2:24]>>[CH3:1][O:2][c:3]1[cH:4][cH:5][c:6]([CH2:7][n:8]2[cH:9][cH:10][c:11]3[c:12]([Cl:21])[c:13]([CH3:19])[cH:14][n:15][c:16]3[c:17]2=[O:18])[cH:22][cH:23]1. Reactants: NC=1SC=2N=C(N=CC2N1)NC=1C=C(C=CC1)NC(C1=CC(=CC=C1)C(C)(C)C#N)=O (N-{3-[(2-amino[1,3]thiazolo[5,4-d]pyrimidin-5-yl)amino]phenyl}-3-(1-cyano-1-methylethyl)benzamide), C(C)(=O)Cl (acetyl chloride), C(O)([O-])=O.[Na+] (sodium hydrogen carbonate). The solvent is N1=CC=CC=C1 (pyridine). Reaction conditions: time 1 hour. The product is C(C)(=O)NC=1SC=2N=C(N=CC2N1)NC=1C=C(C=CC1)NC(C1=CC(=CC=C1)C(C)(C)C#N)=O (N-(3-{[2-(acetylamino)[1,3]thiazolo[5,4-d]pyrimidin-5-yl]amino)phenyl)-3-(1-cyano-1-methylethyl)benzamide). Yield: 81.7%. Reaction SMILES: [NH2:1][C:2]1[S:3][C:4]2[N:5]=[C:6]([NH:11][C:12]3[CH:13]=[C:14]([NH:18][C:19](=[O:31])[C:20]4[CH:25]=[CH:24][CH:23]=[C:22]([C:26]([C:29]#[N:30])([CH3:28])[CH3:27])[CH:21]=4)[CH:15]=[CH:16][CH:17]=3)[N:7]=[CH:8][C:9]=2[N:10]=1.[C:32](Cl)(=[O:34])[CH3:33].C(=O)([O-])O.[Na+]>N1C=CC=CC=1>[C:32]([NH:1][C:2]1[S:3][C:4]2[N:5]=[C:6]([NH:11][C:12]3[CH:13]=[C:14]([NH:18][C:19](=[O:31])[C:20]4[CH:25]=[CH:24][CH:23]=[C:22]([C:26]([C:29]#[N:30])([CH3:27])[CH3:28])[CH:21]=4)[CH:15]=[CH:16][CH:17]=3)[N:7]=[CH:8][C:9]=2[N:10]=1)(=[O:34])[CH3:33] |f:2.3|. Procedure details: To a solution of N-{3-[(2-amino[1,3]thiazolo[5,4-d]pyrimidin-5-yl)amino]phenyl}-3-(1-cyano-1-methylethyl)benzamide (135 mg, 314 μmol) produced in Example D3(iv) in pyridine (4 mL) was added acetyl chloride (45 μL, 628 μmol), and the mixture was stirred at room temperature for 1 hr. To the reaction mixture was added saturated aqueous sodium hydrogen carbonate solution (15 mL), and the mixture was extracted with ethyl acetate (20 mL, 5 mL). The combined organic layer was washed with saturated brin... Starting materials: COC1([C@@H](COCC1)O)OC ((R)-4,4-dimethoxytetrahydro-2H-pyran-3-ol), O (H2O), CC(C)(C)[O-].[K+] (KOtBu), S(=O)(=O)(OC)OC (dimethyl sulfate). The solvent is C(Cl)Cl (CH2Cl2), C1CCOC1 (THF), ice acetone. Conditions: time 45 minute. Yields the product CO[C@@H]1COCCC1(OC)OC ((R)-3,4,4-Trimethoxytetrahydro-2H-pyran). Yield: 99.0%. As a reaction SMILES: [CH3:1][O:2][C:3]1([O:10][CH3:11])[CH2:8][CH2:7][O:6][CH2:5][C@H:4]1[OH:9].[CH3:12]C([O-])(C)C.[K+].S(OC)(OC)(=O)=O.O>C1COCC1.C(Cl)Cl>[CH3:12][O:9][C@H:4]1[C:3]([O:10][CH3:11])([O:2][CH3:1])[CH2:8][CH2:7][O:6][CH2:5]1 |f:1.2|. Procedure details: A 12-L 4-neck round bottom flask equipped with a overhead air stirrer, addition funnel with nitrogen inlet adapter, condenser, and thermocouple was charged with (R)-4,4-dimethoxytetrahydro-2H-pyran-3-ol (as prepared in the previous step, 163 g, 1.0 mol) in THF (2.4 L) and stirred in ice/acetone bath until <0° C. KOtBu (113 g, 1.0 mol) was added in one portion, and after stirring 45 min, dimethyl sulfate (95 mL, 1.0 mol) was added via addition funnel over 15 min. The reaction was allowed to stir ...